Dataset: the Open Reaction Database (ORD), a public repository of structured organic reaction records. Task: describe an organic reaction: reactants, conditions, products, and yield Reactants: CC(C)(C)OC(=O)N1CCCC1COc1ccc(Cc2ccccc2)cn1, CCOCC, Cl. Product: Cl, c1ccc(Cc2ccc(OCC3CCCN3)nc2)cc1. Reaction SMILES: [C:1]([O:2][C:3](=[O:4])[N:8]1[CH:9]([CH2:13][O:14][c:15]2[n:16][cH:17][c:18]([CH2:21][c:22]3[cH:23][cH:24][cH:25][cH:26][cH:27]3)[cH:19][cH:20]2)[CH2:10][CH2:11][CH2:12]1)([CH3:5])([CH3:6])[CH3:7].[CH3:29][CH2:30][O:31][CH2:32][CH3:33].[ClH:28]>>[ClH:28].[NH:8]1[CH:9]([CH2:13][O:14][c:15]2[n:16][cH:17][c:18]([CH2:21][c:22]3[cH:23][cH:24][cH:25][cH:26][cH:27]3)[cH:19][cH:20]2)[CH2:10][CH2:11][CH2:12]1. Product: O=C(O)C(CC1CCCC1)c1ccc(OC(F)(F)F)cc1. The reactants are CN1CCCN(C)C1=O, CN1CCCN(C)C1=O, CC(C)[N-]C(C)C, O=C(O)Cc1ccc(OC(F)(F)F)cc1, ICC1CCCC1, [Li+], C1CCOC1. As a reaction SMILES: [CH3:31][N:32]1[CH2:33][CH2:34][CH2:35][N:36]([CH3:37])[C:38]1=[O:39].[CH3:45][N:46]1[CH2:47][CH2:48][CH2:49][N:50]([CH3:51])[C:52]1=[O:53].[CH:1]([N-:2][CH:3]([CH3:4])[CH3:5])([CH3:6])[CH3:7].[F:9][C:10]([O:11][c:12]1[cH:13][cH:14][c:15]([CH2:18][C:19](=[O:20])[OH:21])[cH:16][cH:17]1)([F:22])[F:23].[I:24][CH2:25][CH:26]1[CH2:27][CH2:28][CH2:29][CH2:30]1.[Li+:8].[O:40]1[CH2:41][CH2:42][CH2:43][CH2:44]1>>[F:9][C:10]([O:11][c:12]1[cH:13][cH:14][c:15]([CH:18]([C:19](=[O:20])[OH:21])[CH2:25][CH:26]2[CH2:27][CH2:28][CH2:29][CH2:30]2)[cH:16][cH:17]1)([F:22])[F:23]. The reactants are C(=O)CC1=CC=C(C(=O)OC)C=C1 (Methyl 4-formylmethylbenzoate), ClC1=CC=C(C=C1)[N+]#[C-] (4-chlorophenyl isocyanide), COC1=C(C=CC(=C1)OC)CN (1-(2,4-dimethoxyphenyl)methanamine), C(C1=CC=CC=C1)(=O)O (benzoic acid), C(C(F)(F)F)O (trifluoroethanol). Run in CO (methanol). Run at temperature 50 celsius. Product: C(C1=CC=CC=C1)(=O)N(C(CC1=CC=C(C(=O)OC)C=C1)C(=O)NC1=CC=C(C=C1)Cl)CC1=C(C=C(C=C1)OC)OC (Methyl 4-{2-[benzoyl(2,4-dimethoxybenzyl)amino]-3-[(4-chlorophenyl)amino]-3-oxopropyl}benzoate). RXN SMILES: [CH:1]([CH2:3][C:4]1[CH:13]=[CH:12][C:7]([C:8]([O:10][CH3:11])=[O:9])=[CH:6][CH:5]=1)=O.[Cl:14][C:15]1[CH:20]=[CH:19][C:18]([N+:21]#[C-:22])=[CH:17][CH:16]=1.[CH3:23][O:24][C:25]1[CH:30]=[C:29]([O:31][CH3:32])[CH:28]=[CH:27][C:26]=1[CH2:33][NH2:34].[C:35](O)(=[O:42])[C:36]1[CH:41]=[CH:40][CH:39]=[CH:38][CH:37]=1.C([OH:49])C(F)(F)F>CO>[C:35]([N:34]([CH2:33][C:26]1[CH:27]=[CH:28][C:29]([O:31][CH3:32])=[CH:30][C:25]=1[O:24][CH3:23])[CH:1]([C:22]([NH:21][C:18]1[CH:19]=[CH:20][C:15]([Cl:14])=[CH:16][CH:17]=1)=[O:49])[CH2:3][C:4]1[CH:13]=[CH:12][C:7]([C:8]([O:10][CH3:11])=[O:9])=[CH:6][CH:5]=1)(=[O:42])[C:36]1[CH:41]=[CH:40][CH:39]=[CH:38][CH:37]=1. Procedure details: Methyl 4-formylmethylbenzoate (56.3 mg, 0.316 mmol, 4-chlorophenyl isocyanide (43.5 mg, 0.316 mmol), 1-(2,4-dimethoxyphenyl)methanamine (56.9 μL, 0.379 mmol) and benzoic acid (38.6 mg, 0.316 mmol) were dissolved in 100 μL of trifluoroethanol and heated at 50° C. for 2 hours. The reaction mixture was diluted with 2 mL of methanol and purified by reversed phase HPLC to afford the desired product. MS cal'd 587.2 (MH+), exp 587.2 (MH+).